Dataset: the Open Reaction Database (ORD), a public repository of structured organic reaction records. Task: describe an organic reaction: reactants, conditions, products, and yield Starting materials: CC(C)(C)C(=O)NCC(=O)[O-], ClCCl, CCCC[N+](CCCC)(CCCC)CCCC, [Na+], [Na+], [OH-], O, O=S(=O)([O-])O. Yields the product CC(C)(C)C(=O)NCC(=O)OCCl. Reaction SMILES: [C:1]([C:2]([CH3:3])([CH3:4])[CH3:5])(=[O:6])[NH:7][CH2:8][C:9](=[O:10])[O-:11].[CH2:15]([Cl:16])[Cl:17].[CH2:23]([N+:24]([CH2:25][CH2:26][CH2:27][CH3:28])([CH2:29][CH2:30][CH2:31][CH3:32])[CH2:33][CH2:34][CH2:35][CH3:36])[CH2:37][CH2:38][CH3:39].[Na+:12].[Na+:14].[OH-:13].[OH2:40].[S:18]([O-:19])([OH:20])(=[O:21])=[O:22]>>[C:1]([C:2]([CH3:3])([CH3:4])[CH3:5])(=[O:6])[NH:7][CH2:8][C:9](=[O:10])[O:11][CH2:15][Cl:16]. Reactants: N12CCCCCC2=NCCC1 (1,8-diazabicyclo[5.4.0]undec-7-ene), resultant mixture, COC(=O)C=1C=C2CC(C(NC2=CC1)C=1C=C(C(=O)O)C=CC1)(C)C (3-(6-(methoxycarbonyl)-3,3-dimethyl-1,2,3,4-tetrahydroquinolin-2-yl)benzoic acid), C(=O)(N1C=NC=C1)N1C=NC=C1 (1,1′-carbonyldiimidazole), C1(CC1)S(=O)(=O)N (cyclopropanesulfonamide). Solvent: petroleum ether, O1CCCC1 (tetrahydrofuran), O1CCCC1 (tetrahydrofuran), C(C)(=O)OCC (ethyl acetate). Reaction conditions: time 10 minute. Yields the product C1(CC1)S(=O)(=O)NC(=O)C=1C=C(C=CC1)C1NC2=CC=C(C=C2CC1(C)C)C(=O)OC (methyl 2-(3-(cyclopropylsulfonylcarbamoyl)phenyl)-3,3-dimethyl-1,2,3,4-tetrahydroquinoline-6-carboxylate). The yield is 110.9%. Reaction SMILES: [CH3:1][O:2][C:3]([C:5]1[CH:6]=[C:7]2[C:12](=[CH:13][CH:14]=1)[NH:11][CH:10]([C:15]1[CH:16]=[C:17]([CH:21]=[CH:22][CH:23]=1)[C:18](O)=[O:19])[C:9]([CH3:25])([CH3:24])[CH2:8]2)=[O:4].C(N1C=CN=C1)(N1C=CN=C1)=O.[CH:38]1([S:41]([NH2:44])(=[O:43])=[O:42])[CH2:40][CH2:39]1.N12CCCN=C1CCCCC2>O1CCCC1.C(OCC)(=O)C>[CH:38]1([S:41]([NH:44][C:18]([C:17]2[CH:16]=[C:15]([CH:10]3[C:9]([CH3:25])([CH3:24])[CH2:8][C:7]4[C:12](=[CH:13][CH:14]=[C:5]([C:3]([O:2][CH3:1])=[O:4])[CH:6]=4)[NH:11]3)[CH:23]=[CH:22][CH:21]=2)=[O:19])(=[O:43])=[O:42])[CH2:40][CH2:39]1. Procedure details: A solution of 3-(6-(methoxycarbonyl)-3,3-dimethyl-1,2,3,4-tetrahydroquinolin-2-yl)benzoic acid (150 mg, 0.44 mmol) and 1,1′-carbonyldiimidazole (214 mg, 1.32 mmol) in tetrahydrofuran (3 mL) was heated to 60° C. for 1.5 h, then was cooled to room temperature and treated with cyclopropanesulfonamide (69.1 mg, 0.57 mmol). After stirring for 10 min, the reaction mixture was treated with dropwise addition of a solution of 1,8-diazabicyclo[5.4.0]undec-7-ene (221 mg, 1.45 mmol) in tetrahydrofuran (1 mL...